This data is from the Open Reaction Database (ORD), a public repository of structured organic reaction records. The task is: describe an organic reaction: reactants, conditions, products, and yield Reactants: FC(C(=O)O)(F)F (trifluoroacetic acid), COC(=O)[C@@H]1[C@H]([C@]2(C[C@H](CO2)C2=C(C=CC(=C2)C=2C(=NN(C2)C(=O)OC(C)(C)C)C)OC)CC1)C1=CC=C(C=C1)F ((3S,5R,6S,7S)-6-(4-fluorophenyl)-3-(2-methoxy-5-(1-(tert-butoxycarbonyl)-3-methylpyrazol-4-yl)phenyl)-1-oxaspiro[4.4]nonane-7-carboxylic acid methyl ester), C1(=CC=CC=C1)C (toluene). Solvent: ClCCl (dichloromethane). Run at temperature 0 celsius, time 1.5 hour. Yields the product COC(=O)[C@@H]1[C@H]([C@]2(C[C@H](CO2)C2=C(C=CC(=C2)C=2C(=NNC2)C)OC)CC1)C1=CC=C(C=C1)F ((3S,5R,6S,7S)-6-(4-Fluorophenyl)-3-(2-methoxy-5-(3-methylpyrazol-4-yl)phenyl)-1-oxaspiro[4.4]nonane-7-carboxylic acid methyl ester). Yield: 80.0%. Reaction SMILES: [CH3:1][O:2][C:3]([C@H:5]1[CH2:34][CH2:33][C@:7]2([O:11][CH2:10][C@H:9]([C:12]3[CH:17]=[C:16]([C:18]4[C:19]([CH3:30])=[N:20][N:21](C(OC(C)(C)C)=O)[CH:22]=4)[CH:15]=[CH:14][C:13]=3[O:31][CH3:32])[CH2:8]2)[C@@H:6]1[C:35]1[CH:40]=[CH:39][C:38]([F:41])=[CH:37][CH:36]=1)=[O:4].FC(F)(F)C(O)=O.C1(C)C=CC=CC=1>ClCCl>[CH3:1][O:2][C:3]([C@H:5]1[CH2:34][CH2:33][C@:7]2([O:11][CH2:10][C@H:9]([C:12]3[CH:17]=[C:16]([C:18]4[C:19]([CH3:30])=[N:20][NH:21][CH:22]=4)[CH:15]=[CH:14][C:13]=3[O:31][CH3:32])[CH2:8]2)[C@@H:6]1[C:35]1[CH:40]=[CH:39][C:38]([F:41])=[CH:37][CH:36]=1)=[O:4]. Procedure details: A solution of (3S,5R,6S,7S)-6-(4-fluorophenyl)-3-(2-methoxy-5-(1-(tert-butoxycarbonyl)-3-methylpyrazol-4-yl)phenyl)-1-oxaspiro[4.4]nonane-7-carboxylic acid methyl ester (12 mg, 0.021 mmol) in 2.0 mL of dichloromethane was stirred at 0° C. and 2.0 mL of trifluoroacetic acid was added. After the solution had been stirred at 0° C. for 1.5 h, toluene (5 mL) was added and the solvent was evaporated at reduced pressure. The residue was purified by flash column chormatogrpahy on 1 g of silica gel, elut... The reactants are OS(=O)(=O)O (H2SO4), C(CC#CCC#CCCCC(C)O)O (3,6-dodecadiyn-1,11-diol), O (water). Reagents/catalysts: [O-2].[O-2].[O-2].[Cr+6] (Chromium trioxide). The solvent is CC(=O)C (acetone). The product is O=C(CCCC#CCC#CCC(=O)O)C (11-oxo-3,6-dodecadiynoic acid). Yield: 40.0%. Reaction SMILES: OS(O)(=O)=O.[CH2:6]([OH:19])[CH2:7][C:8]#[C:9][CH2:10][C:11]#[C:12][CH2:13][CH2:14][CH2:15][CH:16]([OH:18])[CH3:17].[OH2:20]>CC(C)=O.[O-2].[O-2].[O-2].[Cr+6]>[O:18]=[C:16]([CH3:17])[CH2:15][CH2:14][CH2:13][C:12]#[C:11][CH2:10][C:9]#[C:8][CH2:7][C:6]([OH:20])=[O:19] |f:4.5.6.7|. Procedure details: Chromium trioxide (12.0 g, 120 mmol) was dissolved in 120 mL of 3.5M H2SO4 (420 mmol) and cooled to -5°. A solution of diol 11 (4.30 g, 22.2 mmol) in acetone (250 mL) was added dropwise over 4 hr. When the addition was complete, the mixture was warmed to 20° over 45 min, then poured into water (400 mL), and extracted with ether (4×150 mL). The combined ether extracts were washed with brine (3×50 mL), dried (MgSO4), and concentrated in vacuo. The crude product was flash chromatographed9 (hexane:E... Reactants: BrCc1ccc(Br)cc1, O=C([O-])[O-], CCCCc1nc(=O)c2cc(C(C)(C)O)ccc2[nH]1, CC(C)=O, [K+], [K+]. Product: CCCCc1nc2ccc(C(C)(C)O)cc2c(=O)n1Cc1ccc(Br)cc1. Reaction SMILES: [Br:20][c:21]1[cH:22][cH:23][c:24]([CH2:25][Br:26])[cH:27][cH:28]1.[C:29](=[O:30])([O-:31])[O-:32].[CH2:1]([CH2:2][CH2:3][CH3:4])[c:5]1[nH:6][c:7]2[cH:8][cH:9][c:10]([C:16]([CH3:17])([CH3:18])[OH:19])[cH:11][c:12]2[c:13](=[O:15])[n:14]1.[CH3:35][C:36](=[O:37])[CH3:38].[K+:33].[K+:34]>>[CH2:1]([CH2:2][CH2:3][CH3:4])[c:5]1[n:6][c:7]2[cH:8][cH:9][c:10]([C:16]([CH3:17])([CH3:18])[OH:19])[cH:11][c:12]2[c:13](=[O:15])[n:14]1[CH2:25][c:24]1[cH:23][cH:22][c:21]([Br:20])[cH:28][cH:27]1. Reactants: C(C1=CC=CC=C1)OC(C(C1=CC=CC=C1)O)=O (benzyl-2-hydroxy-2-phenylacetate), ON1C(C=2C(C1=O)=CC=CC2)=O (N-hydroxyphthalimide), C1=CC=C(C=C1)P(C2=CC=CC=C2)C3=CC=CC=C3 (PPh3), CC(C)OC(=O)/N=N/C(=O)OC(C)C (DIAD). Run in C(Cl)Cl (CH2Cl2). Reaction conditions: temperature -20 celsius, time 1 hour. Yields the product C(C1=CC=CC=C1)OC(C(C1=CC=CC=C1)ON1C(C2=CC=CC=C2C1=O)=O)=O ((1,3-Dioxo-1,3-dihydro-isoindol-2-yloxy)-phenyl-acetic acid benzyl ester). Isolated yield 98.1%. As a reaction SMILES: [CH2:1]([O:8][C:9](=[O:18])[CH:10]([OH:17])[C:11]1[CH:16]=[CH:15][CH:14]=[CH:13][CH:12]=1)[C:2]1[CH:7]=[CH:6][CH:5]=[CH:4][CH:3]=1.O[N:20]1[C:24](=[O:25])[C:23]2=[CH:26][CH:27]=[CH:28][CH:29]=[C:22]2[C:21]1=[O:30].C1C=CC(P(C2C=CC=CC=2)C2C=CC=CC=2)=CC=1.CC(OC(/N=N/C(OC(C)C)=O)=O)C>C(Cl)Cl>[CH2:1]([O:8][C:9](=[O:18])[CH:10]([O:17][N:20]1[C:24](=[O:25])[C:23]2[C:22](=[CH:29][CH:28]=[CH:27][CH:26]=2)[C:21]1=[O:30])[C:11]1[CH:12]=[CH:13][CH:14]=[CH:15][CH:16]=1)[C:2]1[CH:3]=[CH:4][CH:5]=[CH:6][CH:7]=1. Procedure: To a solution of benzyl-2-hydroxy-2-phenylacetate (2.42 g, 10 mmol), N-hydroxyphthalimide (1.96 g, 12 mmol) and PPh3 (3.4 g, 13 mmol) in CH2Cl2 (30 mL) was added DIAD (2.63 g, 13 mmol) at −20° C. The resulting mixture was stirred at −20° C. for 1 hour. The reaction mixture was concentrated and purified by flash chromatography (silica gel, Hexanes/CH2Cl2=1/3) giving 3.8 g (98%) of the title compound. Starting materials: FC1=CC=C(C#N)C=C1 (4-fluorobenzonitrile), C[Si](C)(C)[N-][Si](C)(C)C.[Na+] (sodium bis(trimethylsilyl)amide), N1N=C(N=C1)CC1=CC=C(C#N)C=C1 (4-[1-(1,2,4-triazolyl)methyl]benzonitrile), FC1=CC=C(C#N)C=C1 (4-fluorobenzonitrile), C[Si](N[Si](C)(C)C)(C)C (hexamethyldisilazane), [NH2-].[Na+] (sodium amide), C[Si](C)(C)[N-][Si](C)(C)C.[Na+] (sodium bis(trimethylsilyl)amide), solution. Solvent: CC(=O)N(C)C (dimethylacetamide), O1CCCC1 (tetrahydrofuran), CN(C=O)C (dimethylformamide), O1CCCC1 (tetrahydrofuran). The product is N1N=C(N=C1)CC1=CC=C(C#N)C=C1 (4-[1-(1,2,4-triazolyl)methyl]benzonitrile), FC1=CC=C(C#N)C=C1 (4-fluorobenzonitrile), C1=CC(=CC=C1C#N)C(C=2C=CC(=CC2)C#N)N3C=NC=N3 (letrozole). As a reaction SMILES: C[Si]([N-][Si](C)(C)C)(C)C.[Na+].C[Si](C)(C)N[Si](C)(C)C.[NH2-:20].[Na+].[F:22][C:23]1[CH:30]=[CH:29][C:26]([C:27]#[N:28])=[CH:25][CH:24]=1.[NH:31]1[CH:35]=[N:34][C:33]([CH2:36][C:37]2[CH:44]=[CH:43][C:40]([C:41]#[N:42])=[CH:39][CH:38]=2)=[N:32]1>O1CCCC1.CC(N(C)C)=O.CN(C)C=O>[NH:31]1[CH:35]=[N:34][C:33]([CH2:36][C:37]2[CH:44]=[CH:43][C:40]([C:41]#[N:42])=[CH:39][CH:38]=2)=[N:32]1.[F:22][C:23]1[CH:30]=[CH:29][C:26]([C:27]#[N:28])=[CH:25][CH:24]=1.[CH:25]1[C:26]([C:27]#[N:28])=[CH:29][CH:30]=[C:23]([CH:41]([N:42]2[N:32]=[CH:33][N:34]=[CH:35]2)[C:40]2[CH:43]=[CH:44][C:37]([C:36]#[N:20])=[CH:38][CH:39]=2)[CH:24]=1 |f:0.1,3.4|. Reported procedure: Most preferably, the base is sodium bis(trimethylsilyl)amide, which may be prepared from hexamethyldisilazane and sodium amide, or purchased as a 40 percent solution in tetrahydrofuran. To avoid reaction between the 4-fluorobenzonitrile V and the sodium bis(trimethylsilyl)amide, the base is preferably added gradually to the mixture of synthons (all known procedures first generate the anion of intermediate III prior to bringing it into contact with 4-fluorobenzonitrile V). Approximately equimolar... The reactants are C1(CCCCCN1)=O (ε-caprolactam), C(#N)CCCCC(=O)O (5-cyanovaleric acid), ester. Yields the product NCCCCCC(=O)O (6-aminocaproic acid), ester. As a reaction SMILES: C1(=O)NCCCCC1.[C:9]([CH2:11][CH2:12][CH2:13][CH2:14][C:15]([OH:17])=[O:16])#[N:10]>>[NH2:10][CH2:9][CH2:11][CH2:12][CH2:13][CH2:14][C:15]([OH:17])=[O:16]. Procedure: ε-caprolactam is also prepared by reduction of 5-cyanovaleric acid or ester obtained above to 6-aminocaproic acid or ester, and then cyclisation of the 6-aminocaproic acid or ester to ε-caprolactam. Reactants: O=C([O-])[O-], CN(C)C=O, COC(=O)C(Cc1ccc(C)c(C)c1)NC(=O)CCl, ClCCl, Cl, [K+], [K+], NCc1ccccc1. Product: Cc1ccc(CC2NC(=O)CN(Cc3ccccc3)C2=O)cc1C. As a reaction SMILES: [C:9](=[O:10])([O-:11])[O-:12].[CH3:35][N:36]([CH3:37])[CH:38]=[O:39].[Cl:15][CH2:16][C:17](=[O:18])[NH:19][CH:20]([C:21](=[O:22])[O:23][CH3:24])[CH2:25][c:26]1[cH:27][c:28]([CH3:33])[c:29]([CH3:32])[cH:30][cH:31]1.[Cl:40][CH2:41][Cl:42].[ClH:34].[K+:13].[K+:14].[NH2:1][CH2:2][c:3]1[cH:4][cH:5][cH:6][cH:7][cH:8]1>>[N:1]1([CH2:2][c:3]2[cH:4][cH:5][cH:6][cH:7][cH:8]2)[CH2:16][C:17](=[O:18])[NH:19][CH:20]([CH2:25][c:26]2[cH:27][c:28]([CH3:33])[c:29]([CH3:32])[cH:30][cH:31]2)[C:21]1=[O:22].